Dataset: the Open Reaction Database (ORD), a public repository of structured organic reaction records. Task: describe an organic reaction: reactants, conditions, products, and yield The reactants are C[C@H]1[C@H]2[C@@H]3CCC([C@@]3(C)CC[C@@H]2[C@]2(CCC(CC2=C1)=O)C=O)=O (7α-methyl-5-androstene-3,17,19-trione). Reagents/catalysts: [Pd] (palladium on charcoal). The solvent is C(C)O (ethanol). Yields the product C[C@H]1[C@H]2[C@@H]3CCC([C@@]3(C)CC[C@@H]2[C@]2(CCC(C[C@@H]2C1)=O)C=O)=O (7α-methyl-5α-androstane-3,17,19-trione). Reaction SMILES: [CH3:1][C@@H:2]1[CH:19]=[C:18]2[C@:13]([CH:21]=[O:22])([CH2:14][CH2:15][C:16](=[O:20])[CH2:17]2)[C@@H:12]2[C@@H:3]1[C@H:4]1[C@@:8]([CH2:10][CH2:11]2)([CH3:9])[C:7](=[O:23])[CH2:6][CH2:5]1>C(O)C.[Pd]>[CH3:1][C@@H:2]1[CH2:19][C@@H:18]2[C@:13]([CH:21]=[O:22])([CH2:14][CH2:15][C:16](=[O:20])[CH2:17]2)[C@@H:12]2[C@@H:3]1[C@H:4]1[C@@:8]([CH2:10][CH2:11]2)([CH3:9])[C:7](=[O:23])[CH2:6][CH2:5]1. Reported procedure: A solution of 7α-methyl-5-androstene-3,17,19-trione in ethanol is hydrogenated with 5% palladium on charcoal. The catalyst is removed by filtration and the resulting solution evaporated to dryness. Crystallization of the residue from a pentane-ether solution results in the preparation of 7α-methyl-5α-androstane-3,17,19-trione.